This data is from the Open Reaction Database (ORD), a public repository of structured organic reaction records. The task is: describe an organic reaction: reactants, conditions, products, and yield Reaction SMILES: [CH3:25][OH:26].[Cl:1][c:2]1[cH:3][cH:4][c:5]2[c:6]([cH:24]1)[C:7]([c:18]1[cH:19][cH:20][cH:21][cH:22][cH:23]1)=[N:8][CH:9]([CH2:14][CH:15]([CH3:16])[CH3:17])[C:10]([S:12][CH3:13])=[N:11]2.[NH2:28][NH2:29].[OH2:27].[OH2:30]>>[Cl:1][c:2]1[cH:3][cH:4][c:5]2[c:6]([cH:24]1)[C:7]([c:18]1[cH:19][cH:20][cH:21][cH:22][cH:23]1)=[N:8][CH:9]([CH2:14][CH:15]([CH3:16])[CH3:17])[C:10]([NH:28][NH2:29])=[N:11]2. Yields the product CC(C)CC1N=C(c2ccccc2)c2cc(Cl)ccc2N=C1NN. The reactants are CO, CSC1=Nc2ccc(Cl)cc2C(c2ccccc2)=NC1CC(C)C, NN, O, O. Reactants: C(C(C)(C)C)(=O)OCN1C(N(C(C=2N(C(=NC12)C#CC1=CC(=C(C=C1)OC)OC)C)=O)CC#C)=O ({8-[(3,4-dimethoxyphenyl)ethynyl]-7-methyl-2,6-dioxo-1-prop-2-ynyl-1,2,6,7-tetrahydro-3H-purin-3-yl}methyl pivalate), O1CCCC1 (tetrahydrofurane), CO (methanol), O.[OH-].[Li+] (lithium hydroxide monohydrate). The solvent is ClCCl.CO (dichloromethane methanol). Run at time 3 hour. Product: COC=1C=C(C=CC1OC)C#CC1=NC=2NC(N(C(C2N1C)=O)CC#C)=O (8-[(3,4-Dimethoxyphenyl)ethynyl]-7-methyl-1-prop-2-ynyl-3,7-dihydro-1H-purine-2,6-dione). As a reaction SMILES: C(OC[N:9]1[C:17]2[N:16]=[C:15]([C:18]#[C:19][C:20]3[CH:25]=[CH:24][C:23]([O:26][CH3:27])=[C:22]([O:28][CH3:29])[CH:21]=3)[N:14]([CH3:30])[C:13]=2[C:12](=[O:31])[N:11]([CH2:32][C:33]#[CH:34])[C:10]1=[O:35])(=O)C(C)(C)C.O1CCCC1.CO.O.[OH-].[Li+]>ClCCl.CO>[CH3:29][O:28][C:22]1[CH:21]=[C:20]([C:19]#[C:18][C:15]2[N:14]([CH3:30])[C:13]3[C:12](=[O:31])[N:11]([CH2:32][C:33]#[CH:34])[C:10](=[O:35])[NH:9][C:17]=3[N:16]=2)[CH:25]=[CH:24][C:23]=1[O:26][CH3:27] |f:3.4.5,6.7|. Reported procedure: To a solution of {8-[(3,4-dimethoxyphenyl)ethynyl]-7-methyl-2,6-dioxo-1-prop-2-ynyl-1,2,6,7-tetrahydro-3H-purin-3-yl}methyl pivalate (471 mg, 0.98 mmol) in a 4:1 mixture of dry tetrahydrofurane and methanol (20 mL) was added lithium hydroxide monohydrate (127 mg, 1.63 mmol). The mixture was stirred at room temperature for 3 h (TLC-control: dichloromethane/methanol, 9.5:0.5, Rf=0.40 for the product). Subsequently the solvent was removed under reduced pressure, the remaining residue was dissolved ... Reactants: [Al+3], COc1ccc(C#N)c2ccccc12, [Cl-], [Cl-], [Cl-], c1ccccc1. Yields the product N#Cc1ccc(O)c2ccccc12. Reaction SMILES: [Al+3:16].[CH3:1][O:2][c:3]1[cH:4][cH:5][c:6]([C:13]#[N:14])[c:7]2[cH:8][cH:9][cH:10][cH:11][c:12]12.[Cl-:15].[Cl-:17].[Cl-:18].[cH:19]1[cH:20][cH:21][cH:22][cH:23][cH:24]1>>[OH:2][c:3]1[cH:4][cH:5][c:6]([C:13]#[N:14])[c:7]2[cH:8][cH:9][cH:10][cH:11][c:12]12. Reactants: ClC1=NC=CC(=C1)[N+](=O)[O-] (2-chloro-4-nitropyridine), C(CCC)[Sn](C=1CCOCC1)(CCCC)CCCC (tributyl-(3,6-dihydro-2H-pyran-4-yl)stannane), C1(=CC=CC=C1)P(C1=CC=CC=C1)C1=CC=CC=C1 (triphenylphosphine), [Cl-].[Li+] (lithium chloride), C(C)(C)(C)C1=CC(=CC(=C1O)C(C)(C)C)C (2,6-di-tert-butyl-p-cresol). Reagents/catalysts: Cl[Pd]([P](C1=CC=CC=C1)(C2=CC=CC=C2)C3=CC=CC=C3)([P](C4=CC=CC=C4)(C5=CC=CC=C5)C6=CC=CC=C6)Cl (bis(triphenylphosphine)palladium(II) chloride). Solvent: CN(C=O)C (N,N-dimethylformamide). Run at temperature 100 celsius. Yields the product O1CCC(=CC1)C1=NC=CC(=C1)[N+](=O)[O-] (2-(3,6-dihydro-2H-pyran-4-yl)-4-nitro-pyridine). The yield is 23.0%. RXN SMILES: Cl[C:2]1[CH:7]=[C:6]([N+:8]([O-:10])=[O:9])[CH:5]=[CH:4][N:3]=1.C([Sn](CCCC)(CCCC)[C:16]1[CH2:17][CH2:18][O:19][CH2:20][CH:21]=1)CCC.C1(P(C2C=CC=CC=2)C2C=CC=CC=2)C=CC=CC=1.[Cl-].[Li+].C(C1C(O)=C(C(C)(C)C)C=C(C)C=1)(C)(C)C>CN(C)C=O.Cl[Pd](Cl)([P](C1C=CC=CC=1)(C1C=CC=CC=1)C1C=CC=CC=1)[P](C1C=CC=CC=1)(C1C=CC=CC=1)C1C=CC=CC=1>[O:19]1[CH2:18][CH:17]=[C:16]([C:2]2[CH:7]=[C:6]([N+:8]([O-:10])=[O:9])[CH:5]=[CH:4][N:3]=2)[CH2:21][CH2:20]1 |f:3.4,^1:74,93|. Procedure: To a stirred solution of 7.00 g (44.2 mmol) 2-chloro-4-nitropyridine in 150 ml N,N-dimethylformamide were added 16.8 g (45.0 mmol) tributyl-(3,6-dihydro-2H-pyran-4-yl)stannane, 3.72 g (5.30 mmol) bis(triphenylphosphine)palladium(II) chloride, 6.95 g (26.5 mmol) triphenylphosphine, 15.0 g (353 mmol) lithium chloride and 0.97 g (4.42 mmol) 2,6-di-tert-butyl-p-cresol. The mixture was heated at 100° C. for 4 h and then cooled to room temperature and concentrated in vacuo. Flash chromatography (hepta... Reactants: CC(CCCC(C)C)OC1(C(C=C(C(=O)O)C=C1)OC)O (p-[(1,5-dimethylhexyl)oxy]vanillic acid), C(C#C)Br (propargyl bromide). The product is C(C#C)OC(C1=CC(OC)C(O)(C=C1)OC(CCCC(C)C)C)=O (p-[(1,5-dimethylhexyl)oxy]vanillic acid propargyl ester). RXN SMILES: [CH3:1][CH:2]([O:9][C:10]1([OH:21])[CH:18]=[CH:17][C:13]([C:14]([OH:16])=[O:15])=[CH:12][CH:11]1[O:19][CH3:20])[CH2:3][CH2:4][CH2:5][CH:6]([CH3:8])[CH3:7].[CH2:22](Br)[C:23]#[CH:24]>>[CH2:24]([O:15][C:14](=[O:16])[C:13]1[CH:17]=[CH:18][C:10]([O:9][CH:2]([CH3:1])[CH2:3][CH2:4][CH2:5][CH:6]([CH3:7])[CH3:8])([OH:21])[CH:11]([O:19][CH3:20])[CH:12]=1)[C:23]#[CH:22]. Reported procedure: By utilizing the procedure of Example 8, by reacting p-[(1,5-dimethylhexyl)oxy]vanillic acid with propargyl bromide, there is obtained p-[(1,5-dimethylhexyl)oxy]vanillic acid propargyl ester; nD24 = 1.5151.